From a dataset of the Open Reaction Database (ORD), a public repository of structured organic reaction records. describe an organic reaction: reactants, conditions, products, and yield Starting materials: CCOC(=O)c1ccccc1, C[O-], CC#N, CO, CCOCC, [Na+], O. Yields the product N#CCC(=O)c1ccccc1. As a reaction SMILES: [C:1]([c:2]1[cH:3][cH:4][cH:5][cH:6][cH:7]1)([O:9][CH2:8][CH3:10])=[O:11].[CH3:12][O-:13].[CH3:15][C:16]#[N:17].[CH3:19][OH:20].[CH3:21][CH2:22][O:23][CH2:24][CH3:25].[Na+:14].[OH2:18]>>[C:1]([c:2]1[cH:3][cH:4][cH:5][cH:6][cH:7]1)(=[O:9])[CH2:15][C:16]#[N:17]. Starting materials: C(C)(=O)NC(COC(C)=O)(COC(C)=O)CCCCC1=CC=C(C=C1)CCCCCC (2-Acetamido-1,3-diacetoxy-2-[4-(4-hexylphenyl)butyl]propane), [OH-].[Na+] (sodium hydroxide). Isolated yield 56.1%. The product is NC(CO)(CO)CCCCC1=CC=C(C=C1)CCCCCC (2-amino-2-[4-(4-hexylphenyl)butyl]-1,3-propanediol). As a reaction SMILES: C([NH:4][C:5]([CH2:16][CH2:17][CH2:18][CH2:19][C:20]1[CH:25]=[CH:24][C:23]([CH2:26][CH2:27][CH2:28][CH2:29][CH2:30][CH3:31])=[CH:22][CH:21]=1)([CH2:11][O:12]C(=O)C)[CH2:6][O:7]C(=O)C)(=O)C.[OH-].[Na+]>CO>[NH2:4][C:5]([CH2:16][CH2:17][CH2:18][CH2:19][C:20]1[CH:25]=[CH:24][C:23]([CH2:26][CH2:27][CH2:28][CH2:29][CH2:30][CH3:31])=[CH:22][CH:21]=1)([CH2:11][OH:12])[CH2:6][OH:7] |f:1.2|. Reported procedure: 2-Acetamido-1,3-diacetoxy-2-[4-(4-hexylphenyl)butyl]propane (200.2 mg) was dissolved in 7 ml of methanol and 1 N sodium hydroxide was added thereto. The mixture was refluxed under heating for 5 hours. The solvent was distilled away and the residue obtained was purified by silica gel thin layer chromatography (methanol:chloroform=1:3) to give 79.7 mg of 2-amino-2-[4-(4-hexylphenyl)butyl]-1,3-propanediol as white crystals. The solvent is CO (methanol). Starting materials: FC(C1=CC=C(C=C1)N1C(NC=C1)=O)(F)F (1-(4-Trifluoromethylphenyl)-2(1H,3H)-imidazolone). The reagents and catalysts are [C].[Pd] (Palladium-carbon). The solvent is C(C)(=O)O (acetic acid). Conditions: time 6 hour. Yields the product FC(C1=CC=C(C=C1)N1C(NCC1)=O)(F)F (1-(4-trifluoromethylphenyl)-2-imidazolidinone). Yield: 81.9%. RXN SMILES: [F:1][C:2]([F:16])([F:15])[C:3]1[CH:8]=[CH:7][C:6]([N:9]2[CH:13]=[CH:12][NH:11][C:10]2=[O:14])=[CH:5][CH:4]=1>C(O)(=O)C.[C].[Pd]>[F:16][C:2]([F:1])([F:15])[C:3]1[CH:4]=[CH:5][C:6]([N:9]2[CH2:13][CH2:12][NH:11][C:10]2=[O:14])=[CH:7][CH:8]=1 |f:2.3|. Procedure details: 1-(4-Trifluoromethylphenyl)-2(1H,3H)-imidazolone (1.15 g) was dissolved in 20 ml of acetic acid. 10% Palladium-carbon (0.3 g) was added thereto and the mixture was stirred under a hydrogen stream for six hours. The catalyst was filtered off, the solvent was distilled off and the residue was recrystallized from ethyl acetate-diisopropyl ether to give 0.95 g of 1-(4-trifluoromethylphenyl)-2-imidazolidinone as colorless prisms. Starting materials: BrC1=CC(=C(C=C1)N1CCN(CC1)CCCC)C1CCC(CC1)(C)C (1-[4-bromo-2-(4,4-dimethylcyclohexyl)phenyl]-4-butylpiperazine), Cl.N1CCC1 (azetidine hydrochloride), CC(C)([O-])C.[Na+] (sodium t-butoxide), F[B-](F)(F)F.C(C)(C)(C)[PH+](C(C)(C)C)C(C)(C)C (tri-t-butylphosphonium tetrafluoroborate). Reagents/catalysts: C(C)(=O)[O-].[Pd+2].C(C)(=O)[O-] (palladium(II) acetate). Solvent: C=1(C(=CC=CC1)C)C (xylene), O (Water), C(C)(=O)OCC (ethyl acetate). Run at temperature 100 celsius, time 3 hour. The product is N1(CCC1)C1=CC(=C(C=C1)N1CCN(CC1)CCCC)C1CCC(CC1)(C)C (1-[4-azetidin-1-yl-2-(4,4-dimethylcyclohexyl)phenyl]-4-butylpiperazine). Reaction SMILES: Br[C:2]1[CH:7]=[CH:6][C:5]([N:8]2[CH2:13][CH2:12][N:11]([CH2:14][CH2:15][CH2:16][CH3:17])[CH2:10][CH2:9]2)=[C:4]([CH:18]2[CH2:23][CH2:22][C:21]([CH3:25])([CH3:24])[CH2:20][CH2:19]2)[CH:3]=1.Cl.[NH:27]1[CH2:30][CH2:29][CH2:28]1.CC(C)([O-])C.[Na+].F[B-](F)(F)F.C([PH+](C(C)(C)C)C(C)(C)C)(C)(C)C>C([O-])(=O)C.[Pd+2].C([O-])(=O)C.C(OCC)(=O)C.O.C1(C)C(C)=CC=CC=1>[N:27]1([C:2]2[CH:7]=[CH:6][C:5]([N:8]3[CH2:13][CH2:12][N:11]([CH2:14][CH2:15][CH2:16][CH3:17])[CH2:10][CH2:9]3)=[C:4]([CH:18]3[CH2:23][CH2:22][C:21]([CH3:25])([CH3:24])[CH2:20][CH2:19]3)[CH:3]=2)[CH2:30][CH2:29][CH2:28]1 |f:1.2,3.4,5.6,7.8.9|. Reported procedure: A mixture of 1-[4-bromo-2-(4,4-dimethylcyclohexyl)phenyl]-4-butylpiperazine (50 mg, 0.123 mmol) produced in Example (57b), azetidine hydrochloride (17 mg, 0.185 mmol), sodium t-butoxide (47 mg, 0.492 mmol), palladium(II) acetate (3 mg, 0.0123 mmol), tri-t-butylphosphonium tetrafluoroborate (11 mg, 0.0369 mmol) and xylene (1 mL) was stirred for 3 hours at an external temperature of 100° C. Water was added to the reaction mixture and extraction was performed with ethyl acetate. The separated organ... Reactants: C1CCOC1, CN(C)CCCC(=O)Cl, CCCC1=NNC(=O)C1=C1C=C(Sc2ccc(N)cc2)c2ccccc2N1. Product: CCCC1=NNC(=O)C1=C1C=C(Sc2ccc(NC(=O)CCCN(C)C)cc2)c2ccccc2N1. Reaction SMILES: [CH2:37]1[O:38][CH2:39][CH2:40][CH2:41]1.[CH3:28][N:29]([CH2:30][CH2:31][CH2:32][C:33](=[O:34])[Cl:35])[CH3:36].[NH2:1][c:2]1[cH:3][cH:4][c:5]([S:8][C:9]2=[CH:10][C:11](=[C:19]3[C:20]([CH2:25][CH2:26][CH3:27])=[N:21][NH:22][C:23]3=[O:24])[NH:12][c:13]3[cH:14][cH:15][cH:16][cH:17][c:18]32)[cH:6][cH:7]1>>[NH:1]([c:2]1[cH:3][cH:4][c:5]([S:8][C:9]2=[CH:10][C:11](=[C:19]3[C:20]([CH2:25][CH2:26][CH3:27])=[N:21][NH:22][C:23]3=[O:24])[NH:12][c:13]3[cH:14][cH:15][cH:16][cH:17][c:18]32)[cH:6][cH:7]1)[C:33]([CH2:32][CH2:31][CH2:30][N:29]([CH3:28])[CH3:36])=[O:34]. Starting materials: OC1=CC=C2C=CC=C(C2=C1)N1CCN(CC1)C (7-hydroxy-1-(4-methyl-1-piperazinyl)-naphthalene), C(C1=CC=CC=C1)(=O)Cl (benzoyl chloride), C(C1=CC=CC=C1)(=O)Cl (benzoyl chloride). Run in C(Cl)Cl (methylene chloride), C([O-])(O)=O.[Na+] (sodium bicarbonate), C(C)(=O)OCC (ethyl acetate). Yields the product C(C1=CC=CC=C1)(=O)OC1=CC=C2C=CC=C(C2=C1)N1CCN(CC1)C (7-Benzoyloxy-1-(4-methyl-1-piperazinyl)-naphthalene). RXN SMILES: [OH:1][C:2]1[CH:11]=[C:10]2[C:5]([CH:6]=[CH:7][CH:8]=[C:9]2[N:12]2[CH2:17][CH2:16][N:15]([CH3:18])[CH2:14][CH2:13]2)=[CH:4][CH:3]=1.[C:19](Cl)(=[O:26])[C:20]1[CH:25]=[CH:24][CH:23]=[CH:22][CH:21]=1>C(Cl)Cl.C(=O)(O)[O-].[Na+].C(OCC)(=O)C>[C:19]([O:1][C:2]1[CH:11]=[C:10]2[C:5]([CH:6]=[CH:7][CH:8]=[C:9]2[N:12]2[CH2:17][CH2:16][N:15]([CH3:18])[CH2:14][CH2:13]2)=[CH:4][CH:3]=1)(=[O:26])[C:20]1[CH:25]=[CH:24][CH:23]=[CH:22][CH:21]=1 |f:3.4|. Procedure: A mixture of 7-hydroxy-1-(4-methyl-1-piperazinyl)-naphthalene (0.065 g, 0.268 mmol) and benzoyl chloride (0.035 mL, 0.302 mmol) in methylene chloride (1 mL) and saturated sodium bicarbonate (1 mL) was stirred at room temperature. After several hours, a second equivalent of benzoyl chloride was added with continued stirring overnight. The reaction was diluted with ethyl acetate and the phases were separated. The organic layer was washed with 1N sodium hydroxide, water and brine; then it was dried... The reactants are C(C(C)C)OC(OCC(C)C)=O (diisobutylcarbonate), C(C1=CC=CC=C1)N (benzylamine). The product is C(C1=CC=CC=C1)NC(C)=O (N-benzylacetamide). As a reaction SMILES: [CH2:1]([O:5]C(=O)OCC(C)C)[CH:2](C)C.[CH2:13]([NH2:20])[C:14]1[CH:19]=[CH:18][CH:17]=[CH:16][CH:15]=1>>[CH2:13]([NH:20][C:1](=[O:5])[CH3:2])[C:14]1[CH:19]=[CH:18][CH:17]=[CH:16][CH:15]=1. Procedure: After completion of the reaction, 1% hydrochloric acid (23 g) was dropwide added at 10° C. or lower and after stirred for 30 minutes, settled and separated. The obtained organic layer was washed with 9% salt water (7 g) at 5 to 10° C., settled and separated. The obtained organic layer was washed with an aqueous 5% sodium hydrogen carbonate solution (11.8 g) at 15 to 30° C., settled and separated After that, the organic layer was washed with ion-exchange water (6 g) at 25 to 35° C., settled and s...